Dataset: the Open Reaction Database (ORD), a public repository of structured organic reaction records. Task: describe an organic reaction: reactants, conditions, products, and yield The reactants are C(CCN)N (propane-1,3-diamine), ClC1=NC(=CC2=NC=CN=C21)Cl (5,7-dichloropyrido[4,3-b]pyrazine). The solvent is CO (methanol). Yields the product NCCCNC1=NC(=CC2=NC=CN=C21)Cl (N-(3-aminopropyl)-7-chloropyrido[4,3-b]pyrazin-5-amine). RXN SMILES: [CH2:1]([NH2:5])[CH2:2][CH2:3][NH2:4].Cl[C:7]1[C:16]2[C:11](=[N:12][CH:13]=[CH:14][N:15]=2)[CH:10]=[C:9]([Cl:17])[N:8]=1>CO>[NH2:4][CH2:3][CH2:2][CH2:1][NH:5][C:7]1[C:16]2[C:11](=[N:12][CH:13]=[CH:14][N:15]=2)[CH:10]=[C:9]([Cl:17])[N:8]=1. Procedure details: A solution of propane-1,3-diamine (890 mg, 12 mmol) and 5,7-dichloropyrido[4,3-b]pyrazine (600 mg, 3 mmol) in methanol (10 mL) was stirred at room temperature for 4 hours. The volatiles were evaporated, and the residue was purified by chromatography to afford the title compound. MS (m/z): 238 (M+H)+.